This data is from the Open Reaction Database (ORD), a public repository of structured organic reaction records. The task is: describe an organic reaction: reactants, conditions, products, and yield The reactants are N1(C=NC=C1)C1=CC=2C(=NC=C(C2S1)C#N)NCC1=CC=C(C=C1)OC (2-Imidazol-1-yl-4-(4-methoxy-benzylamino)-thieno[3,2-c]pyridine-7-carbonitrile), OS(=O)(=O)O (H2SO4), ice. Reaction conditions: time 1 hour. Yields the product NC1=NC=C(C2=C1C=C(S2)N2C=NC=C2)C(=O)N (4-Amino-2-imidazol-1-yl-thieno[3,2-c]pyridine-7-carboxylic acid amide). As a reaction SMILES: [N:1]1([C:6]2[S:14][C:13]3[C:12]([C:15]#[N:16])=[CH:11][N:10]=[C:9]([NH:17]CC4C=CC(OC)=CC=4)[C:8]=3[CH:7]=2)[CH:5]=[CH:4][N:3]=[CH:2]1.[OH:27]S(O)(=O)=O>>[NH2:17][C:9]1[C:8]2[CH:7]=[C:6]([N:1]3[CH:5]=[CH:4][N:3]=[CH:2]3)[S:14][C:13]=2[C:12]([C:15]([NH2:16])=[O:27])=[CH:11][N:10]=1. Reported procedure: To 2-imidazol-1-yl-4-(4-methoxy-benzylamino)-thieno[3,2-c]pyridine-7-carbonitrile 37 (0.050 g, 0.14 mmol) was added H2SO4 (0.25 mL). After stirring at room temperature for 1 h, 2 g of ice were added to the solution. The precipitate was filtered, washed with H2O, then dissolved in 30% methanol, 2.5% triethylamine in CH2Cl2. The solution was concentrated, the solid was suspended in H2O, then filtered and rinsed with H2O resulting in pure 38. 1H NMR (400 MHz, d6-DMSO) δ 8.57 (s, 1H), 8.17 (s, 1H), ...